This data is from the Open Reaction Database (ORD), a public repository of structured organic reaction records. The task is: describe an organic reaction: reactants, conditions, products, and yield The reactants are O=C(n1ccnc1)n1ccnc1, CCCCCCCCC#CCC#CCC#CCCCC(=O)O, O, Nc1ccc(O)cc1. The product is CCCCCCCCC#CCC#CCC#CCCCC(=O)Nc1ccc(O)cc1. Reaction SMILES: [C:23]([n:24]1[cH:25][cH:26][n:27][cH:28]1)([n:29]1[cH:30][cH:31][n:32][cH:33]1)=[O:34].[CH3:1][CH2:2][CH2:3][CH2:4][CH2:5][CH2:6][CH2:7][CH2:8][C:9]#[C:10][CH2:11][C:12]#[C:13][CH2:14][C:15]#[C:16][CH2:17][CH2:18][CH2:19][C:20]([OH:21])=[O:22].[OH2:43].[OH:35][c:36]1[cH:37][cH:38][c:39]([NH2:40])[cH:41][cH:42]1>>[CH3:1][CH2:2][CH2:3][CH2:4][CH2:5][CH2:6][CH2:7][CH2:8][C:9]#[C:10][CH2:11][C:12]#[C:13][CH2:14][C:15]#[C:16][CH2:17][CH2:18][CH2:19][C:20](=[O:22])[NH:40][c:39]1[cH:38][cH:37][c:36]([OH:35])[cH:42][cH:41]1. The reactants are ClC(Cl)Cl, OO, COc1ccc(P(c2ccccc2)c2ccc3ccc4cccc5ccc2c3c45)cc1. Product: COc1ccc(P(=O)(c2ccccc2)c2ccc3ccc4cccc5ccc2c3c45)cc1. As a reaction SMILES: [CH:34]([Cl:35])([Cl:36])[Cl:37].[OH:32][OH:33].[c:1]1([P:17]([c:18]2[cH:19][cH:20][c:21]([O:24][CH3:25])[cH:22][cH:23]2)[c:26]2[cH:27][cH:28][cH:29][cH:30][cH:31]2)[cH:2][cH:3][c:4]2[cH:5][cH:6][c:7]3[cH:8][cH:9][cH:10][c:11]4[cH:12][cH:13][c:14]1[c:15]2[c:16]34>>[c:1]1([P:17]([c:18]2[cH:19][cH:20][c:21]([O:24][CH3:25])[cH:22][cH:23]2)([c:26]2[cH:27][cH:28][cH:29][cH:30][cH:31]2)=[O:32])[cH:2][cH:3][c:4]2[cH:5][cH:6][c:7]3[cH:8][cH:9][cH:10][c:11]4[cH:12][cH:13][c:14]1[c:15]2[c:16]34. The reactants are CCO, COc1ccoc1, O=C1NC(=O)C(=O)C(=O)N1, O. The product is COc1ccoc1C1(O)C(=O)NC(=O)NC1=O. Reaction SMILES: [CH3:19][CH2:20][OH:21].[CH3:1][O:2][c:3]1[cH:4][o:5][cH:6][cH:7]1.[NH:9]1[C:10](=[O:11])[NH:12][C:13](=[O:14])[C:15](=[O:16])[C:17]1=[O:18].[OH2:8]>>[CH3:1][O:2][c:3]1[c:4]([C:15]2([OH:16])[C:13](=[O:14])[NH:12][C:10](=[O:11])[NH:9][C:17]2=[O:18])[o:5][cH:6][cH:7]1. Reactants: FC1=CC=C(C=C1)C(CO)(CC)C (2-(4-fluorophenyl)-2-methylbutyl alcohol), BrC1=CC=C(OC=2C=C(CBr)C=CC2)C=C1 (3-(4-bromophenoxy)benzyl bromide), O (water), [H-].[Na+] (sodium hydride). Solvent: CN(C)C=O.C1(=CC=CC=C1)C (DMF toluene), C1(=CC=CC=C1)C (toluene), C1(=CC=CC=C1)C (toluene). Run at time 10 minute. Yields the product FC1=CC=C(C=C1)C(COCC1=CC(=CC=C1)OC1=CC=C(C=C1)Br)(C)CC (3-(4-bromophenoxy)benzyl 2-(4-fluorophenyl)-2-ethylpropyl ether). Yield: 76.0%. As a reaction SMILES: [H-].[Na+].[F:3][C:4]1[CH:9]=[CH:8][C:7]([C:10]([CH3:15])([CH2:13][CH3:14])[CH2:11][OH:12])=[CH:6][CH:5]=1.[Br:16][C:17]1[CH:31]=[CH:30][C:20]([O:21][C:22]2[CH:23]=[C:24]([CH:27]=[CH:28][CH:29]=2)[CH2:25]Br)=[CH:19][CH:18]=1.O>CN(C=O)C.C1(C)C=CC=CC=1.C1(C)C=CC=CC=1>[F:3][C:4]1[CH:5]=[CH:6][C:7]([C:10]([CH2:13][CH3:14])([CH3:15])[CH2:11][O:12][CH2:25][C:24]2[CH:27]=[CH:28][CH:29]=[C:22]([O:21][C:20]3[CH:30]=[CH:31][C:17]([Br:16])=[CH:18][CH:19]=3)[CH:23]=2)=[CH:8][CH:9]=1 |f:0.1,5.6|. Procedure: To 20 ml of toluene was added 0.60 g of sodium hydride (60% in oil) and the mixture was refluxed, and a solution of 2.0 g of 2-(4-fluorophenyl)-2-methylbutyl alcohol in 10 ml of 40% DMF/toluene was added dropwise to the mixture over a period of 20 minutes. The mixture was stirred for 10 minutes and a solution of 4.0 g of 3-(4-bromophenoxy)benzyl bromide in 10 ml of toluene was added dropwise to the mixture over a period of 10 minutes. The mixture was further heated and refluxed for 1 hour and co... Reactants: Cc1cc(OC(F)(F)F)ccc1N, COC(=O)c1cc([N+](=O)[O-])c(N)c(F)c1F, CCOCC, Cl. Product: COC(=O)c1cc([N+](=O)[O-])c(N)c(F)c1Nc1ccc(OC(F)(F)F)cc1C. Reaction SMILES: [CH3:17][c:18]1[c:19]([NH2:29])[cH:20][cH:21][c:22]([O:24][C:25]([F:26])([F:27])[F:28])[cH:23]1.[CH3:1][O:2][C:3]([c:4]1[c:5]([F:15])[c:6]([F:14])[c:7]([NH2:13])[c:8]([N+:10](=[O:11])[O-:12])[cH:9]1)=[O:16].[CH3:31][CH2:32][O:33][CH2:34][CH3:35].[ClH:30]>>[CH3:1][O:2][C:3]([c:4]1[c:5]([NH:29][c:19]2[c:18]([CH3:17])[cH:23][c:22]([O:24][C:25]([F:26])([F:27])[F:28])[cH:21][cH:20]2)[c:6]([F:14])[c:7]([NH2:13])[c:8]([N+:10](=[O:11])[O-:12])[cH:9]1)=[O:16].